This data is from the Open Reaction Database (ORD), a public repository of structured organic reaction records. The task is: describe an organic reaction: reactants, conditions, products, and yield Starting materials: C1CCOC1, CC1(C)OCC(CC2c3ccccc3Oc3ccc(F)cc3C2O)O1, CO, CC(C)OC(=O)N=NC(=O)OC(C)C, [N-]=[N+]=NP(=O)(c1ccccc1)c1ccccc1. The product is CC1(C)OCC(CC2c3ccccc3Oc3ccc(F)cc3C2N=[N+]=[N-])O1. Reaction SMILES: [CH2:59]1[O:60][CH2:61][CH2:62][CH2:63]1.[CH3:15][C:16]1([CH3:39])[O:17][CH2:18][CH:19]([CH2:21][CH:22]2[c:23]3[c:24]([cH:35][cH:36][cH:37][cH:38]3)[O:25][c:26]3[c:27]([cH:30][c:31]([F:34])[cH:32][cH:33]3)[CH:28]2[OH:29])[O:20]1.[CH3:57][OH:58].[O:1]=[C:2]([O:3][CH:4]([CH3:5])[CH3:6])[N:7]=[N:8][C:9]([O:10][CH:11]([CH3:12])[CH3:13])=[O:14].[c:40]1([P:41]([c:42]2[cH:43][cH:44][cH:45][cH:46][cH:47]2)(=[O:48])[N:54]=[N+:55]=[N-:56])[cH:49][cH:50][cH:51][cH:52][cH:53]1>>[CH3:15][C:16]1([CH3:39])[O:17][CH2:18][CH:19]([CH2:21][CH:22]2[c:23]3[c:24]([cH:35][cH:36][cH:37][cH:38]3)[O:25][c:26]3[c:27]([cH:30][c:31]([F:34])[cH:32][cH:33]3)[CH:28]2[N:54]=[N+:55]=[N-:56])[O:20]1. The reactants are CC(C)(C)O, C1CCOC1, C[N+]1([O-])CCOCC1, CCOC(C)=O, C=Cc1ccc2c(c1)CCC(NC(=O)CC(NS(=O)(=O)c1cccc(C(F)(F)F)c1)c1ccc(F)cc1)C2, O=P([O-])([O-])[O-], O=[Os](=O)(=O)=O, O. Product: O=Cc1ccc2c(c1)CCC(NC(=O)CC(NS(=O)(=O)c1cccc(C(F)(F)F)c1)c1ccc(F)cc1)C2. As a reaction SMILES: [C:39]([CH3:40])([CH3:41])([CH3:42])[OH:43].[CH2:44]1[O:45][CH2:46][CH2:47][CH2:48]1.[CH3:50][N+:51]1([O-:52])[CH2:53][CH2:54][O:55][CH2:56][CH2:57]1.[CH3:63][CH2:64][O:65][C:66]([CH3:67])=[O:68].[F:1][c:2]1[cH:3][cH:4][c:5]([CH:8]([CH2:9][C:10](=[O:11])[NH:12][CH:13]2[CH2:14][c:15]3[cH:16][cH:17][c:18]([CH:23]=[CH2:24])[cH:19][c:20]3[CH2:21][CH2:22]2)[NH:25][S:26](=[O:27])(=[O:28])[c:29]2[cH:30][c:31]([C:35]([F:36])([F:37])[F:38])[cH:32][cH:33][cH:34]2)[cH:6][cH:7]1.[O-:58][P:59](=[O:60])([O-:61])[O-:62].[O:69]=[Os:70](=[O:71])(=[O:72])=[O:73].[OH2:49]>>[F:1][c:2]1[cH:3][cH:4][c:5]([CH:8]([CH2:9][C:10](=[O:11])[NH:12][CH:13]2[CH2:14][c:15]3[cH:16][cH:17][c:18]([CH:23]=[O:43])[cH:19][c:20]3[CH2:21][CH2:22]2)[NH:25][S:26](=[O:27])(=[O:28])[c:29]2[cH:30][c:31]([C:35]([F:36])([F:37])[F:38])[cH:32][cH:33][cH:34]2)[cH:6][cH:7]1. The reactants are FC=1C=CC(=C(C(=O)NC=2C(=C(SC2)C2=C(C=C(C=C2)C)F)C(=O)OC)C1)O (methyl 4-(5-fluoro-2-hydroxybenzamido)-2-(2-fluoro-4-methylphenyl)thiophene-3-carboxylate), [OH-].[Li+] (lithium hydroxide). Run in O1CCCC1.CO.O (tetrahydrofuran methanol water). Yields the product FC=1C=CC(=C(C(=O)NC=2C(=C(SC2)C2=C(C=C(C=C2)C)F)C(=O)O)C1)O (4-(5-fluoro-2-hydroxybenzamido)-2-(2-fluoro-4-methylphenyl)thiophene-3-carboxylic acid). Isolated yield 65.0%. Reaction SMILES: [F:1][C:2]1[CH:3]=[CH:4][C:5]([OH:28])=[C:6]([CH:27]=1)[C:7]([NH:9][C:10]1[C:11]([C:23]([O:25]C)=[O:24])=[C:12]([C:15]2[CH:20]=[CH:19][C:18]([CH3:21])=[CH:17][C:16]=2[F:22])[S:13][CH:14]=1)=[O:8].[OH-].[Li+]>O1CCCC1.CO.O>[F:1][C:2]1[CH:3]=[CH:4][C:5]([OH:28])=[C:6]([CH:27]=1)[C:7]([NH:9][C:10]1[C:11]([C:23]([OH:25])=[O:24])=[C:12]([C:15]2[CH:20]=[CH:19][C:18]([CH3:21])=[CH:17][C:16]=2[F:22])[S:13][CH:14]=1)=[O:8] |f:1.2,3.4.5|. Procedure: Ester 385 (61 mg, 151 μmol) and lithium hydroxide (21.7 mg, 907 μmol) in tetrahydrofuran:methanol:water (3:2:1, 0.8 mL) was stirred at 60° C. for 2 h. The mixture was cooled, quenched with 2 M HCl (0.7 mL) and diluted with water (2 mL). The precipitate that formed was filtered and washed with methanol:water (1:2, 1 mL) and dichloromethane (1 mL) to provide 386 (38.2 mg, 65%) as a solid: LRESIMS m/z 390.1 [M+H]+, calcd. for C19H14F2N1O4S1 390.1. Reactants: CC1=C(C(=O)O)C=C(C=C1)C (2,5-dimethylbenzoic acid), Cl.O1CCOCC1 (HCl 1,4-dioxane). Conditions: time 2.5 hour. Product: CC1=C(C(=O)OC)C=C(C=C1)C (Methyl 2,5-dimethylbenzoate). Isolated yield 82.4%. RXN SMILES: [CH3:1][C:2]1[CH:10]=[CH:9][C:8]([CH3:11])=[CH:7][C:3]=1[C:4]([OH:6])=[O:5].Cl.O1CCOC[CH2:14]1>>[CH3:1][C:2]1[CH:10]=[CH:9][C:8]([CH3:11])=[CH:7][C:3]=1[C:4]([O:6][CH3:14])=[O:5] |f:1.2|. Procedure details: A colorless, homogeneous solution of 2,5-dimethylbenzoic acid (6.3264 g, 42.1 mmol) and 4 N HCl/1,4-dioxane (11.58 mL, 46.3 mmol) was refluxed under nitrogen. After 2.5 hr, the reaction was cooled to room temperature and concentrated in vacuo. The residue was dissolved in EtOAc (100 mL) and washed with water (40 mL), 1N aq. NaOH (40 mL), water (40 mL) and brine (40 mL), successively. The organic solution was dried over MgSO4 and concentrated in vacuo to give the desired product (5.934 g, 34.7 mm... As a reaction SMILES: [C:1](#[N:2])[c:3]1[cH:4][c:5]2[cH:6][c:7]([C:24](=[O:25])[OH:26])[n:8]([CH2:12][c:13]3[cH:14][c:15]([O:19][C:20]([F:21])([F:22])[F:23])[cH:16][cH:17][cH:18]3)[c:9]2[cH:10][cH:11]1.[NH2:27][CH2:28][CH2:29][CH2:30][OH:31]>>[C:1](#[N:2])[c:3]1[cH:4][c:5]2[cH:6][c:7]([C:24](=[O:26])[NH:27][CH2:28][CH2:29][CH2:30][OH:31])[n:8]([CH2:12][c:13]3[cH:14][c:15]([O:19][C:20]([F:21])([F:22])[F:23])[cH:16][cH:17][cH:18]3)[c:9]2[cH:10][cH:11]1. The product is N#Cc1ccc2c(c1)cc(C(=O)NCCCO)n2Cc1cccc(OC(F)(F)F)c1. Starting materials: N#Cc1ccc2c(c1)cc(C(=O)O)n2Cc1cccc(OC(F)(F)F)c1, NCCCO.